Dataset: the Open Reaction Database (ORD), a public repository of structured organic reaction records. Task: describe an organic reaction: reactants, conditions, products, and yield The reactants are O=C([O-])[O-], CC(C)c1cc(C(C)C)c(-c2ccccc2P(C(C)(C)C)C(C)(C)C)c(C(C)C)c1, O=c1ccc2cnc3ccc(Cl)cc3c2n1-c1ccc(Cc2ccccc2)cc1, C1COCCO1, CCO, [Na+], [Na+], OB(O)c1ccc(O)cc1, Cl[Pd]Cl, c1ccc(P(c2ccccc2)c2ccccc2)cc1, c1ccc(P(c2ccccc2)c2ccccc2)cc1. Yields the product O=c1ccc2cnc3ccc(-c4ccc(O)cc4)cc3c2n1-c1ccc(Cc2ccccc2)cc1. As a reaction SMILES: [C:40](=[O:41])([O-:42])[O-:43].[C:46]([P:47]([C:48]([CH3:49])([CH3:50])[CH3:51])[c:52]1[cH:53][cH:54][cH:55][cH:56][c:57]1-[c:58]1[c:59]([CH:60]([CH3:61])[CH3:62])[cH:63][c:64]([CH:65]([CH3:66])[CH3:67])[cH:68][c:69]1[CH:70]([CH3:71])[CH3:72])([CH3:73])([CH3:74])[CH3:75].[CH2:1]([c:2]1[cH:3][cH:4][cH:5][cH:6][cH:7]1)[c:8]1[cH:9][cH:10][c:11](-[n:14]2[c:15](=[O:29])[cH:16][cH:17][c:18]3[cH:19][n:20][c:21]4[c:22]([c:23]23)[cH:24][c:25]([Cl:28])[cH:26][cH:27]4)[cH:12][cH:13]1.[CH2:76]1[O:77][CH2:78][CH2:79][O:80][CH2:81]1.[CH3:82][CH2:83][OH:84].[Na+:44].[Na+:45].[OH:30][c:31]1[cH:32][cH:33][c:34]([B:37]([OH:38])[OH:39])[cH:35][cH:36]1.[Pd:85]([Cl:86])[Cl:87].[c:107]1([P:108]([c:109]2[cH:110][cH:111][cH:112][cH:113][cH:114]2)[c:115]2[cH:116][cH:117][cH:118][cH:119][cH:120]2)[cH:121][cH:122][cH:123][cH:124][cH:125]1.[c:88]1([P:89]([c:90]2[cH:91][cH:92][cH:93][cH:94][cH:95]2)[c:96]2[cH:97][cH:98][cH:99][cH:100][cH:101]2)[cH:102][cH:103][cH:104][cH:105][cH:106]1>>[CH2:1]([c:2]1[cH:3][cH:4][cH:5][cH:6][cH:7]1)[c:8]1[cH:9][cH:10][c:11](-[n:14]2[c:15](=[O:29])[cH:16][cH:17][c:18]3[cH:19][n:20][c:21]4[c:22]([c:23]23)[cH:24][c:25](-[c:34]2[cH:33][cH:32][c:31]([OH:30])[cH:36][cH:35]2)[cH:26][cH:27]4)[cH:12][cH:13]1.